Task: describe an organic reaction: reactants, conditions, products, and yield. Dataset: the Open Reaction Database (ORD), a public repository of structured organic reaction records Reactants: BrCCCBr, CC(C)(C)O, Oc1ccc2c(c1)OCO2, [K+], [OH-], O. Yields the product BrCCCOc1ccc2c(c1)OCO2. Reaction SMILES: [Br:18][CH2:19][CH2:20][CH2:21][Br:22].[C:3]([OH:4])([CH3:5])([CH3:6])[CH3:7].[CH2:8]1[O:9][c:10]2[cH:11][c:12]([OH:17])[cH:13][cH:14][c:15]2[O:16]1.[K+:2].[OH-:1].[OH2:23]>>[CH2:8]1[O:9][c:10]2[cH:11][c:12]([O:17][CH2:21][CH2:20][CH2:19][Br:18])[cH:13][cH:14][c:15]2[O:16]1.